This data is from the Open Reaction Database (ORD), a public repository of structured organic reaction records. The task is: describe an organic reaction: reactants, conditions, products, and yield Reactants: Cl (hydrochloric acid), solution, C(C)(C)(C)OC(NC1CN(CC1)C1=CC(=C(C=C1)NC(CC12CC3CC(CC(C1)C3)C2)=O)C)=O ({1-[4-(2-(tricyclo[3.3.1.13,7]dec-1-yl)acetylamino)-3-methylphenyl]-pyrrolidin-3-yl}-carbamic acid tert-butyl ester). The solvent is O1CCOCC1 (dioxane), CO (methanol). Run at time 14 hour. Product: Cl.Cl.NC1CN(CC1)C1=CC(=C(C=C1)NC(CC12CC3CC(CC(C1)C3)C2)=O)C (N-[4-(3-Aminopyrrolidin-1-yl)-2-methylphenyl]-2-(tricyclo[3.3.1.13,7]dec-1-yl)acetamide, dihydrochloride salt). RXN SMILES: C(OC(=O)[NH:7][CH:8]1[CH2:12][CH2:11][N:10]([C:13]2[CH:18]=[CH:17][C:16]([NH:19][C:20](=[O:32])[CH2:21][C:22]34[CH2:31][CH:26]5[CH2:27][CH:28]([CH2:30][CH:24]([CH2:25]5)[CH2:23]3)[CH2:29]4)=[C:15]([CH3:33])[CH:14]=2)[CH2:9]1)(C)(C)C.[ClH:35]>CO.O1CCOCC1>[ClH:35].[ClH:35].[NH2:7][CH:8]1[CH2:12][CH2:11][N:10]([C:13]2[CH:18]=[CH:17][C:16]([NH:19][C:20](=[O:32])[CH2:21][C:22]34[CH2:23][CH:24]5[CH2:30][CH:28]([CH2:27][CH:26]([CH2:25]5)[CH2:31]3)[CH2:29]4)=[C:15]([CH3:33])[CH:14]=2)[CH2:9]1 |f:4.5.6|. Reported procedure: {1-[4-(2-(tricyclo[3.3.1.13,7]dec-1-yl)acetylamino)-3-methylphenyl]-pyrrolidin-3-yl}-carbamic acid tert-butyl ester (0.20 g, Example 35c) was dissolved in methanol (5 ml) and hydrochloric acid (0.5 ml of a 4N solution in dioxane) was added. After stirring at room temperature for 14 h, the mixture was evaporated to 2/3 original volume under reduced pressure. Diethyl ether was gradually added to the solution and the resulting precipitate collected by filtration, washed with diethyl ether and dried... Starting materials: O=C([O-])[O-], CN(C)CCNc1ccc(-c2n[nH]c3ncccc23)cc1, CN(C)C=O, CCOC(=O)CCl, [K+], [K+]. The product is CCOC(=O)Cn1nc(-c2ccc(NCCN(C)C)cc2)c2cccnc21. RXN SMILES: [C:22](=[O:23])([O-:24])[O-:25].[CH3:1][N:2]([CH2:3][CH2:4][NH:5][c:6]1[cH:7][cH:8][c:9](-[c:12]2[n:13][nH:14][c:15]3[n:16][cH:17][cH:18][cH:19][c:20]23)[cH:10][cH:11]1)[CH3:21].[CH3:35][N:36]([CH3:37])[CH:38]=[O:39].[Cl:28][CH2:29][C:30](=[O:31])[O:32][CH2:33][CH3:34].[K+:26].[K+:27]>>[CH3:1][N:2]([CH2:3][CH2:4][NH:5][c:6]1[cH:7][cH:8][c:9](-[c:12]2[n:13][n:14]([CH2:29][C:30](=[O:31])[O:32][CH2:33][CH3:34])[c:15]3[n:16][cH:17][cH:18][cH:19][c:20]23)[cH:10][cH:11]1)[CH3:21]. The reactants are O=C1NC(C=2C(=NC=3C=CC(=CC3C21)C)C)=O (1,3-dioxo-4,8-dimethyl-2H pyrrolo[3,4-c]quinoline), C(=O)([O-])[O-].[K+].[K+] (K2CO3), CN(C)C=O (DMF), CC1=NC2=CC=C(C=C2C2=C1C(=O)NC2=O)C (2,6-dimethyl quinoline 3,4-dicarboximide), ClCCN1CCOCC1 (N-(2-chloroethyl) morpholine). Solvent: O (H2O). Product: CC1=NC=2C=CC(=CC2C2=C1C(N(C2=O)CCN2CCOCC2)=O)C (4,8-dimethyl-1,3-dioxo-2-(2-morpholinoethyl)-2H-pyrrolo [3,4-c]quinoline). Reaction SMILES: [O:1]=[C:2]1[C:14]2[C:13]3[CH:12]=[C:11]([CH3:15])[CH:10]=[CH:9][C:8]=3[N:7]=[C:6]([CH3:16])[C:5]=2[C:4](=[O:17])[NH:3]1.Cl[CH2:19][CH2:20][N:21]1[CH2:26][CH2:25][O:24][CH2:23][CH2:22]1.C([O-])([O-])=O.[K+].[K+].CN(C=O)C>O>[CH3:16][C:6]1[C:5]2[C:4](=[O:17])[N:3]([CH2:19][CH2:20][N:21]3[CH2:26][CH2:25][O:24][CH2:23][CH2:22]3)[C:2](=[O:1])[C:14]=2[C:13]2[CH:12]=[C:11]([CH3:15])[CH:10]=[CH:9][C:8]=2[N:7]=1 |f:2.3.4|. Procedure details: A mixture of 5 g (0.022 mole) of 1,3-dioxo-4,8-dimethyl-2H-pyrrolo [3,4-c]quinoline (vii) (also known as 2,6-dimethyl quinoline 3,4-dicarboximide), 4.65 g (0.025 mole) of N-(2-chloroethyl) morpholine, 6.9 g (0.05 mole) K2CO3, and 50 ml of dry DMF was stirred and heated at 50° for 18 hours. The dark mixture was poured into H2O with stirring and the solids filtered; yield, 6 g after drying in vacuo. Starting materials: ClCCl, COc1ccc2cc(C(OC)(OC)C(C)O)ccc2c1, CN(C)C, CS(=O)(=O)Cl. Yields the product COc1ccc2cc(C(OC)(OC)C(C)OS(C)(=O)=O)ccc2c1. As a reaction SMILES: [CH2:30]([Cl:31])[Cl:32].[CH3:1][O:2][C:3]([CH:4]([CH3:5])[OH:6])([c:7]1[cH:8][c:9]2[cH:10][cH:11][c:12]([O:17][CH3:18])[cH:13][c:14]2[cH:15][cH:16]1)[O:19][CH3:20].[CH3:21][N:22]([CH3:23])[CH3:24].[CH3:25][S:26]([Cl:27])(=[O:28])=[O:29]>>[CH3:1][O:2][C:3]([CH:4]([CH3:5])[O:6][S:26]([CH3:25])(=[O:28])=[O:29])([c:7]1[cH:8][c:9]2[cH:10][cH:11][c:12]([O:17][CH3:18])[cH:13][c:14]2[cH:15][cH:16]1)[O:19][CH3:20].